This data is from the Open Reaction Database (ORD), a public repository of structured organic reaction records. The task is: describe an organic reaction: reactants, conditions, products, and yield Starting materials: [BH4-], CCOCC, CC(C)(C)C#CC=CC=O, CO, [Na+], NCc1cccc2ccccc12. Product: CC(C)(C)C#CC=CCNCc1cccc2ccccc12. RXN SMILES: [BH4-:23].[CH2:25]([O:26][CH2:27][CH3:28])[CH3:29].[CH3:13][C:14]([C:15]#[C:16][CH:17]=[CH:18][CH:19]=[O:20])([CH3:21])[CH3:22].[CH3:30][OH:31].[Na+:24].[c:1]1([CH2:11][NH2:12])[cH:2][cH:3][cH:4][c:5]2[cH:6][cH:7][cH:8][cH:9][c:10]12>>[c:1]1([CH2:11][NH:12][CH2:19][CH:18]=[CH:17][C:16]#[C:15][C:14]([CH3:13])([CH3:21])[CH3:22])[cH:2][cH:3][cH:4][c:5]2[cH:6][cH:7][cH:8][cH:9][c:10]12.